Dataset: the Open Reaction Database (ORD), a public repository of structured organic reaction records. Task: describe an organic reaction: reactants, conditions, products, and yield Reactants: CC(C)(C)OC(=O)N1CCC(c2cc(F)c(OCc3ccccc3)cc2OCc2ccccc2)CC1, ClCCl, O, O=C(O)C(F)(F)F. Product: Fc1cc(C2CCNCC2)c(OCc2ccccc2)cc1OCc1ccccc1. Reaction SMILES: [C:8]([O:9][C:10](=[O:11])[N:15]1[CH2:16][CH2:17][CH:18]([c:21]2[c:22]([O:36][CH2:37][c:38]3[cH:39][cH:40][cH:41][cH:42][cH:43]3)[cH:23][c:24]([O:28][CH2:29][c:30]3[cH:31][cH:32][cH:33][cH:34][cH:35]3)[c:25]([F:27])[cH:26]2)[CH2:19][CH2:20]1)([CH3:12])([CH3:13])[CH3:14].[Cl:45][CH2:46][Cl:47].[OH2:44].[OH:1][C:2]([C:3]([F:4])([F:5])[F:6])=[O:7]>>[NH:15]1[CH2:16][CH2:17][CH:18]([c:21]2[c:22]([O:36][CH2:37][c:38]3[cH:39][cH:40][cH:41][cH:42][cH:43]3)[cH:23][c:24]([O:28][CH2:29][c:30]3[cH:31][cH:32][cH:33][cH:34][cH:35]3)[c:25]([F:27])[cH:26]2)[CH2:19][CH2:20]1. Starting materials: COC1=C(C(=O)Cl)C=CC=C1 (2-methoxybenzoyl chloride), ClC1=C(C=CC=C1Cl)OCC (2,3-dichlorophenetole). Yields the product OC1=C(C(=O)C2=C(C(=C(C=C2)OCC)Cl)Cl)C=CC=C1 (4-(2-Hydroxybenzoyl)-2,3-dichlorophenetole). As a reaction SMILES: C[O:2][C:3]1[CH:11]=[CH:10][CH:9]=[CH:8][C:4]=1[C:5](Cl)=[O:6].[Cl:12][C:13]1[C:18]([Cl:19])=[CH:17][CH:16]=[CH:15][C:14]=1[O:20][CH2:21][CH3:22]>>[OH:2][C:3]1[CH:11]=[CH:10][CH:9]=[CH:8][C:4]=1[C:5]([C:17]1[CH:16]=[CH:15][C:14]([O:20][CH2:21][CH3:22])=[C:13]([Cl:12])[C:18]=1[Cl:19])=[O:6]. Reported procedure: 4-(2-Hydroxybenzoyl)-2,3-dichlorophenetole was prepared by reaction of 2-methoxybenzoyl chloride and 2,3-dichlorophenetole; m.p. of crude product 112°-120° C. Starting materials: C(C)OC(\C=C\C(F)(F)F)=O (ethyl-4,4,4-trifluorocrotonate), Cl.C(C)OC(C1=CC=CC=C1)=N (ethylbenzimidate hydrochloride), C([O-])(O)=O.[Na+] (sodium bicarbonate), C(C)#N (acetonitrile), C(C#C)N (propargylamine). Reaction conditions: time 15 minute. Yields the product C1(=CC=CC=C1)C1=NC(CC(N1CC#C)=O)C(F)(F)F (2-phenyl-3-propargyl-6-trifluoromethyl-5,6-dihydropyrimidin-4-one). Isolated yield 12.0%. RXN SMILES: Cl.C(O[C:5](=[NH:12])[C:6]1[CH:11]=[CH:10][CH:9]=[CH:8][CH:7]=1)C.C(=O)(O)[O-].[Na+].[CH2:18](N)[C:19]#[CH:20].C(O[C:25](=[O:32])/[CH:26]=[CH:27]/[C:28]([F:31])([F:30])[F:29])C.C(#[N:35])C>>[C:6]1([C:5]2[N:12]([CH2:20][C:19]#[CH:18])[C:25](=[O:32])[CH2:26][CH:27]([C:28]([F:29])([F:30])[F:31])[N:35]=2)[CH:7]=[CH:8][CH:9]=[CH:10][CH:11]=1 |f:0.1,2.3|. Reported procedure: A mixture of 2.48 g (13.4 mmol), ethylbenzimidate hydrochloride, 1.12 g (13.4 mmol) of sodium bicarbonate and 10 mL of acetonitrile, were stirred at room temperature for 15 minutes. The reaction mixture was warmed to 50° C., on an oil bath and 0.91 mL (13.4 mmol) of propargylamine was added. After stirring for 0.5 hours, 2.0 mL (13.4 mmol) of ethyl-4,4,4-trifluorocrotonate was added and the reaction was stirred for 16 hours. The reaction was cooled to room temperature and the solvent was removed... The reactants are [BH4-], O=C1CCc2ccccc21, CO, [Na+]. Product: OC1CCc2ccccc21. RXN SMILES: [BH4-:11].[C:1]1(=[O:10])[CH2:2][CH2:3][c:4]2[cH:5][cH:6][cH:7][cH:8][c:9]21.[CH3:13][OH:14].[Na+:12]>>[CH:1]1([OH:10])[CH2:2][CH2:3][c:4]2[cH:5][cH:6][cH:7][cH:8][c:9]21. Reactants: [N+](=O)([O-])C1=C(C=C2C(=NC(NC2=C1)=O)N(C(=O)OCC)N)N1CCCC1 (ethyl (7-nitro-2-oxo-6-pyrrolidin-1-yl-1,2-dihydro-quinazolin-4-yl)-carbazate), CN(C=O)C (dimethylformamide). Product: [N+](=O)([O-])C=1C(=CC=2C=3N(C(NC2C1)=O)C(NN3)=O)N3CCCC3 (8-nitro-9-pyrrolidin-1-yl-2,3,5,6-tetrahydro-1,2,4-triazolo[4,3-c]quinazoline-3,5-dione). Yield: 78.0%. As a reaction SMILES: [N+:1]([C:4]1[CH:13]=[C:12]2[C:7]([C:8]([N:15]([NH2:21])C(OCC)=O)=[N:9][C:10](=[O:14])[NH:11]2)=[CH:6][C:5]=1[N:22]1[CH2:26][CH2:25][CH2:24][CH2:23]1)([O-:3])=[O:2].CN(C)[CH:29]=[O:30]>>[N+:1]([C:4]1[C:5]([N:22]2[CH2:23][CH2:24][CH2:25][CH2:26]2)=[CH:6][C:7]2[C:8]3[N:9]([C:29](=[O:30])[NH:21][N:15]=3)[C:10](=[O:14])[NH:11][C:12]=2[CH:13]=1)([O-:3])=[O:2]. Procedure: 500 mg (1.38 mmol) of ethyl (7-nitro-2-oxo-6-pyrrolidin-1-yl-1,2-dihydro-quinazolin-4-yl)-carbazate in 30 ml of dry dimethylformamide were heated at reflux for 3 hrs. The reaction mixture was cooled to room temperature and the solvent was removed on a rotary evaporator. The residue was triturated with a small amount of acetone and the red precipitate was filtered off and dried in a vacuum. 342 mg (78%) of 8-nitro-9-pyrrolidin-1-yl-2,3,5,6-tetrahydro-1,2,4-triazolo[4,3-c]quinazoline-3,5-dione wer... Procedure: The compounds of this invention can be prepared by various synthetic routes. Benary and Bitter, Ber. 61, 1058 (1928) taught the synthesis of an intermediate disodium salt of 1,5-dihydroxy-2,4-diphenyl-1,4-pentadien-3-one by the condensation of 1,3-diphenyl-2-propanone with ethyl formate in the presence of sodium methoxide. The intermediate pentadienone is neutralized by strong acid and forms 3,5-diphenyl-4-pyrone. Reaction of the pyrone with ammonium acetate at an elevated temperature produces 3... Reactants: O1C(C=CC=C1)=O (pyrone), C(C)(=O)[O-].[NH4+] (ammonium acetate), [Na][Na] (disodium), OC=C(C(C(=CO)C1=CC=CC=C1)=O)C1=CC=CC=C1 (1,5-dihydroxy-2,4-diphenyl-1,4-pentadien-3-one), C1(=CC=CC=C1)CC(CC1=CC=CC=C1)=O (1,3-diphenyl-2-propanone), C(=O)OCC (ethyl formate), C[O-].[Na+] (sodium methoxide), C1(=CC=CC=C1)C1=COC=C(C1=O)C1=CC=CC=C1 (3,5-diphenyl-4-pyrone), CC(C=C=C)=O (pentadienone). Reaction SMILES: [Na][Na].O[CH:4]=[C:5]([C:17]1[CH:22]=[CH:21][CH:20]=[CH:19][CH:18]=1)[C:6](=[O:16])[C:7]([C:10]1[CH:15]=[CH:14][CH:13]=[CH:12][CH:11]=1)=[CH:8]O.C1(CC(=O)CC2C=CC=CC=2)C=CC=CC=1.C(OCC)=O.C[O-].[Na+].CC(=O)C=C=C.C1(C2C(=O)C(C3C=CC=CC=3)=COC=2)C=CC=CC=1.O1C=CC=CC1=O.C([O-])(=O)C.[NH4+:83]>>[C:17]1([C:5]2[C:6](=[O:16])[C:7]([C:10]3[CH:15]=[CH:14][CH:13]=[CH:12][CH:11]=3)=[CH:8][NH:83][CH:4]=2)[CH:22]=[CH:21][CH:20]=[CH:19][CH:18]=1 |f:4.5,9.10|. Yields the product C1(=CC=CC=C1)C1=CNC=C(C1=O)C1=CC=CC=C1 (3,5-diphenyl-4(1H)-pyridone).